From a dataset of the Open Reaction Database (ORD), a public repository of structured organic reaction records. describe an organic reaction: reactants, conditions, products, and yield The reactants are O=C([O-])[O-], CC(CC(O)C(Cc1ccccc1)NC(=O)c1ccc(F)c(Br)c1)C(=O)NCCC(C)(C)C, CC1(C)c2cccc(P(c3ccccc3)c3ccccc3)c2Oc2c(P(c3ccccc3)c3ccccc3)cccc21, [Cs+], [Cs+], O=C1CCCN1, O=C(C=Cc1ccccc1)C=Cc1ccccc1, O=C(C=Cc1ccccc1)C=Cc1ccccc1, O=C(C=Cc1ccccc1)C=Cc1ccccc1, [Pd], [Pd]. Product: CC(CC(O)C(Cc1ccccc1)NC(=O)c1ccc(F)c(N2CCCC2=O)c1)C(=O)NCCC(C)(C)C. Reaction SMILES: [C:34](=[O:35])([O-:36])[O-:37].[CH2:1]([c:2]1[cH:3][cH:4][cH:5][cH:6][cH:7]1)[CH:8]([CH:9]([CH2:10][CH:11]([CH3:12])[C:13]([NH:14][CH2:15][CH2:16][C:17]([CH3:18])([CH3:19])[CH3:20])=[O:21])[OH:22])[NH:23][C:24]([c:25]1[cH:26][c:27]([Br:32])[c:28]([F:31])[cH:29][cH:30]1)=[O:33].[CH3:46][C:47]1([CH3:48])[c:49]2[cH:50][cH:51][cH:52][c:53]([P:54]([c:55]3[cH:56][cH:57][cH:58][cH:59][cH:60]3)[c:61]3[cH:62][cH:63][cH:64][cH:65][cH:66]3)[c:67]2[O:68][c:69]2[c:70]1[cH:71][cH:72][cH:73][c:74]2[P:75]([c:76]1[cH:77][cH:78][cH:79][cH:80][cH:81]1)[c:82]1[cH:83][cH:84][cH:85][cH:86][cH:87]1.[Cs+:38].[Cs+:39].[NH:40]1[C:41](=[O:45])[CH2:42][CH2:43][CH2:44]1.[O:108]=[C:109]([CH:110]=[CH:111][c:112]1[cH:113][cH:114][cH:115][cH:116][cH:117]1)[CH:118]=[CH:119][c:120]1[cH:121][cH:122][cH:123][cH:124][cH:125]1.[O:126]=[C:127]([CH:128]=[CH:129][c:130]1[cH:131][cH:132][cH:133][cH:134][cH:135]1)[CH:136]=[CH:137][c:138]1[cH:139][cH:140][cH:141][cH:142][cH:143]1.[O:90]=[C:91]([CH:92]=[CH:93][c:94]1[cH:95][cH:96][cH:97][cH:98][cH:99]1)[CH:100]=[CH:101][c:102]1[cH:103][cH:104][cH:105][cH:106][cH:107]1.[Pd:88].[Pd:89]>>[CH2:1]([c:2]1[cH:3][cH:4][cH:5][cH:6][cH:7]1)[CH:8]([CH:9]([CH2:10][CH:11]([CH3:12])[C:13]([NH:14][CH2:15][CH2:16][C:17]([CH3:18])([CH3:19])[CH3:20])=[O:21])[OH:22])[NH:23][C:24]([c:25]1[cH:26][c:27]([N:40]2[C:41](=[O:45])[CH2:42][CH2:43][CH2:44]2)[c:28]([F:31])[cH:29][cH:30]1)=[O:33]. Reactants: C(C)(C)(C)OC(=O)CN1C2=C(C3=CC=CC=C13)CCNC2 (9-tert-butyloxycarbonylmethyl-1,2,3,4-tetrahydro-9H-pyrido [3,4-b]indole), CC=1C=C(C=CC1)N=C=O (3-methylphenylisocyanate). The solvent is O1CCOCC1 (dioxan). The product is C(C)(C)(C)OC(=O)CN1C2=C(C3=CC=CC=C13)CCN(C2)C(NC2=CC(=CC=C2)C)=O (9-tert-butyloxycarbonylmethyl-2-(3-methylphenyl)carbamyl-1,2,3,4-tetrahydro-9H-pyrido[3,4-b]indole). RXN SMILES: [C:1]([O:5][C:6]([CH2:8][N:9]1[C:17]2[C:12](=[CH:13][CH:14]=[CH:15][CH:16]=2)[C:11]2[CH2:18][CH2:19][NH:20][CH2:21][C:10]1=2)=[O:7])([CH3:4])([CH3:3])[CH3:2].[CH3:22][C:23]1[CH:24]=[C:25]([N:29]=[C:30]=[O:31])[CH:26]=[CH:27][CH:28]=1>O1CCOCC1>[C:1]([O:5][C:6]([CH2:8][N:9]1[C:17]2[C:12](=[CH:13][CH:14]=[CH:15][CH:16]=2)[C:11]2[CH2:18][CH2:19][N:20]([C:30](=[O:31])[NH:29][C:25]3[CH:26]=[CH:27][CH:28]=[C:23]([CH3:22])[CH:24]=3)[CH2:21][C:10]1=2)=[O:7])([CH3:4])([CH3:2])[CH3:3]. Reported procedure: A solution of 9-tert-butyloxycarbonylmethyl-1,2,3,4-tetrahydro-9H-pyrido [3,4-b]indole (3.56 g, 12.0 mmol) and 3-methylphenylisocyanate (1.60 ml, 12.4 mmol) was stirred in dioxan (40 ml) at room temperature for 4 hours. Evaporation of the solvent and chromatography on silica gel with ethyl acetate-hexane (1:3) as eluant gave the product. (3.29 g, 65%). Starting materials: [OH-].[K+] (KOH), COC1=CC=C(C=C1)O (4-methoxyphenol), ClC1=NC=CC=C1[N+](=O)[O-] (2-chloro-3-nitropyridine). The solvent is C1(=CC=CC=C1)C (toluene), CO (methanol). Run at time 2 hour. Product: NC=1C(=NC=CC1)OC1=CC=C(C=C1)OC (3-amino-2-(4-methoxyphenoxy)pyridine). The yield is 108.5%. Reaction SMILES: [CH3:1][O:2][C:3]1[CH:8]=[CH:7][C:6]([OH:9])=[CH:5][CH:4]=1.[OH-].[K+].Cl[C:13]1[C:18]([N+:19]([O-])=O)=[CH:17][CH:16]=[CH:15][N:14]=1>CO.C1(C)C=CC=CC=1>[NH2:19][C:18]1[C:13]([O:9][C:6]2[CH:7]=[CH:8][C:3]([O:2][CH3:1])=[CH:4][CH:5]=2)=[N:14][CH:15]=[CH:16][CH:17]=1 |f:1.2|. Procedure: 5.87 g of 4-methoxyphenol were dissolved in 8 ml of methanol; 2.61 g of KOH were added, the whole was stirred for 2 hours, and the solvent was evaporated. The solid obtained was dissolved in 150 ml of anhydrous toluene. With stirring, 5 g of 2-chloro-3-nitropyridine were added at 70°-80° C. in the course of 4 hours under a nitrogen atmosphere. The whole was then stirred at ambient temperature for 2 hours. It was washed with 10% aqueous NaOH and then with plenty of water. The organic phase was tr...